From a dataset of the Open Reaction Database (ORD), a public repository of structured organic reaction records. describe an organic reaction: reactants, conditions, products, and yield Reactants: C(C)(C)(C)CC[C@](C)(N1C=NC(=C1)C=1C=NC=CC1)O[SiH](C)C (3-[1-[(1R)-3-tertbutyldimethylsiloxy-1-methylpropyl]-1H-imidazol-4-yl]-pyridine), [F-].C(CCC)[N+](CCCC)(CCCC)CCCC (tetrabutylammonium flouride), Cl (Hydrochloric acid), C(C)(C)OC(C)C (isopropyl ether). Run in O1CCCC1 (tetrahydrofuran), C(C)O (ethanol). Reaction conditions: time 10 minute. Product: OCC[C@@H](C)N1C=NC(=C1)C=1C=NC=CC1 (3-[1-[(1R)-3-hydroxy-1-methylpropyl]-1H-imidazol-4-yl]-pyridine). Reaction SMILES: C([CH2:5][CH2:6][C@@:7](O[SiH](C)C)([N:9]1[CH:13]=[C:12]([C:14]2[CH:15]=[N:16][CH:17]=[CH:18][CH:19]=2)[N:11]=[CH:10]1)[CH3:8])(C)(C)C.[F-].C([N+](CCCC)(CCCC)CCCC)CCC.Cl.C([O:46]C(C)C)(C)C>O1CCCC1.C(O)C>[OH:46][CH2:5][CH2:6][C@H:7]([N:9]1[CH:13]=[C:12]([C:14]2[CH:15]=[N:16][CH:17]=[CH:18][CH:19]=2)[N:11]=[CH:10]1)[CH3:8] |f:1.2|. Procedure details: To a solution of 3-[1-[(1R)-3-tertbutyldimethylsiloxy-1-methylpropyl]-1H-imidazol-4-yl]-pyridine (30) (1.12 g, 3.24 mmol) in 4 mL tetrahydrofuran was added 4 mL of 1M tetrabutylammonium flouride, and the reaction was stirred for 10 min. Hydrochloric acid in ethanol was added, followed by isopropyl ether. The solids were collected by filtration and recrystallized from acetonitrile to provide 0.51 g of product. Reactants: O (water), OC=1C(=CC2=CC=CC=C2C1)C(=O)OC (methyl 3-hydroxy-2-naphthoate), C(=O)([O-])[O-].[K+].[K+] (K2CO3), IC (iodomethane). The solvent is CN(C)C=O (DMF). Conditions: time 8 hour. Product: COC=1C(=CC2=CC=CC=C2C1)C(=O)OC (methyl 3-methoxy-2-naphthoate). Yield: 95.1%. Reaction SMILES: [OH:1][C:2]1[C:3]([C:12]([O:14][CH3:15])=[O:13])=[CH:4][C:5]2[C:10]([CH:11]=1)=[CH:9][CH:8]=[CH:7][CH:6]=2.[C:16]([O-])([O-])=O.[K+].[K+].IC.O>CN(C=O)C>[CH3:16][O:1][C:2]1[C:3]([C:12]([O:14][CH3:15])=[O:13])=[CH:4][C:5]2[C:10]([CH:11]=1)=[CH:9][CH:8]=[CH:7][CH:6]=2 |f:1.2.3|. Procedure: A slurry of methyl 3-hydroxy-2-naphthoate (10.1 g, 50.1 mmol) and K2CO3 (7.96 g, 57.6 mmol) in DMF (200 mL) was stirred at room temp. for 15 min., then treated with iodomethane (3.43 mL, 55.1 mmol). The mixture was allowed to stir at room temp. overnight, then was treated with water (200 mL). The resulting mixture was extracted with EtOAc (2×200 mL). The combined organic layers were washed with a saturated NaCl solution (100 mL), dried (MgSO4), concentrated under reduced pressure (approximately ... The product is BrCCCCCCOC(=O)OC\C(=C(/C(=O)O)\C1=CC=CC=C1)\C1=CC=C(C=C1)S(=O)(=O)C ((2Z)-4-({[(6-bromohexyl)oxy]carbonyl}oxy)-3-[4-(methylsulfonyl)phenyl]-2-phenylbut-2-enoic acid). Starting materials: P(O)(O)(O)=O (phosphoric acid), [O-]Cl=O.[Na+] (NaClO2), C(OCCCCCCBr)(OC\C(=C(/CO)\C1=CC=CC=C1)\C1=CC=C(C=C1)S(=O)(=O)C)=O (6-bromohexyl (2Z)-4-hydroxy-2-[4-(methylsulfonyl)phenyl]-3-phenylbut-2-en-1-yl carbonate), CC(=O)OI1(C=2C=CC=CC2C(=O)O1)(OC(=O)C)OC(=O)C (Dess-Martin reagent), CC(C)=CC (2-methyl-2-butene). Procedure: To a solution of 12 g of 6-bromohexyl (2Z)-4-hydroxy-2-[4-(methylsulfonyl)phenyl]-3-phenylbut-2-en-1-yl carbonate in 125 mL of dichloromethane was added 12.1 g of Dess-Martin reagent; the resulting mixture was stirred at 25° C. for 2 h. Then 1 mL of water was added and the mixture was stirred at RT for 30 min. The mixture was filtered through a pad of silica gel and evaporated. The crude thus obtained was dissolved in a solvent mixture of THF and t-BuOH (100 mL/100 mL). To this solution was adde... Run in C1CCOC1 (THF), CC(C)(C)O (t-BuOH), O (water), ClCCl (dichloromethane). Run at temperature 25 celsius, time 2 hour. As a reaction SMILES: [C:1](=[O:32])([O:10][CH2:11]/[C:12](/[C:22]1[CH:27]=[CH:26][C:25]([S:28]([CH3:31])(=[O:30])=[O:29])=[CH:24][CH:23]=1)=[C:13](/[C:16]1[CH:21]=[CH:20][CH:19]=[CH:18][CH:17]=1)\[CH2:14][OH:15])[O:2][CH2:3][CH2:4][CH2:5][CH2:6][CH2:7][CH2:8][Br:9].CC(OI1(OC(C)=O)(OC(C)=O)OC(=O)C2C=CC=CC1=2)=[O:35].CC(=CC)C.P(=O)(O)(O)O.[O-]Cl=O.[Na+]>ClCCl.C1COCC1.CC(O)(C)C.O>[Br:9][CH2:8][CH2:7][CH2:6][CH2:5][CH2:4][CH2:3][O:2][C:1]([O:10][CH2:11]/[C:12](/[C:22]1[CH:27]=[CH:26][C:25]([S:28]([CH3:31])(=[O:29])=[O:30])=[CH:24][CH:23]=1)=[C:13](/[C:16]1[CH:17]=[CH:18][CH:19]=[CH:20][CH:21]=1)\[C:14]([OH:35])=[O:15])=[O:32] |f:4.5|. The product is CC(C)(C)OC(=O)N1CCc2ccc(Cl)c(CSCc3ccccc3)c2CC1. RXN SMILES: [C:11]([CH3:12])([CH3:13])([CH3:14])[O:15][C:16](=[O:17])[N:18]1[CH2:19][CH2:20][c:21]2[c:22]([c:25]([CH2:30][Cl:31])[c:26]([Cl:29])[cH:27][cH:28]2)[CH2:23][CH2:24]1.[CH2:1]([c:2]1[cH:3][cH:4][cH:5][cH:6][cH:7]1)[SH:8].[H-:9].[Na+:10].[O:33]=[CH:34][N:35]([CH3:36])[CH3:37].[OH2:32]>>[CH2:1]([c:2]1[cH:3][cH:4][cH:5][cH:6][cH:7]1)[S:8][CH2:30][c:25]1[c:22]2[c:21]([cH:28][cH:27][c:26]1[Cl:29])[CH2:20][CH2:19][N:18]([C:16]([O:15][C:11]([CH3:12])([CH3:13])[CH3:14])=[O:17])[CH2:24][CH2:23]2. Reactants: CC(C)(C)OC(=O)N1CCc2ccc(Cl)c(CCl)c2CC1, SCc1ccccc1, [H-], [Na+], CN(C)C=O, O. Starting materials: ClC=1C=C(CN)C=CC1Cl (3,4-dichlorobenzylamine), ClC=1C2=C(N=C(N1)C1=NC=CC=C1)SC(=C2)CC (4-chloro-2-(pyridin-2-yl)-6-ethyl-thieno-[2,3-d]-pyrimidine). Product: N1=C(C=CC=C1)C=1N=C(C2=C(N1)SC(=C2)CC)NCC2=CC(=C(C=C2)Cl)Cl (2-(pyridin-2-yl)-4-(3,4-dichlorobenzylamino)-6-ethyl-thieno-[2,3-d]-pyrimidine). As a reaction SMILES: [Cl:1][C:2]1[CH:3]=[C:4]([CH:7]=[CH:8][C:9]=1[Cl:10])[CH2:5][NH2:6].Cl[C:12]1[C:13]2[CH:26]=[C:25]([CH2:27][CH3:28])[S:24][C:14]=2[N:15]=[C:16]([C:18]2[CH:23]=[CH:22][CH:21]=[CH:20][N:19]=2)[N:17]=1>>[N:19]1[CH:20]=[CH:21][CH:22]=[CH:23][C:18]=1[C:16]1[N:17]=[C:12]([NH:6][CH2:5][C:4]2[CH:7]=[CH:8][C:9]([Cl:10])=[C:2]([Cl:1])[CH:3]=2)[C:13]2[CH:26]=[C:25]([CH2:27][CH3:28])[S:24][C:14]=2[N:15]=1. Reported procedure: With the procedure of Example 1, the reaction of 3,4-dichlorobenzylamine with 4-chloro-2-(pyridin-2-yl)-6-ethyl-thieno-[2,3-d]-pyrimidine yields 2-(pyridin-2-yl)-4-(3,4-dichlorobenzylamino)-6-ethyl-thieno-[2,3-d]-pyrimidine. Reactants: NC1=CC=C(C=C1)C([PH2]=O)(O)P(O)(O)=O ([(4-Amino-phenyl)-hydroxy-phosphinoylmethyl]-phosphonic acid), C(C)(C)(C)[Si](OC=1C=C(C=CC1)CCN1C2=NC(=NC(=C2N=C1)Cl)F)(C)C (9-{2-[3-(tert-Butyl-dimethyl-silanyloxy)-phenyl]-ethyl}-6-chloro-2-fluoro-9H-purine), C(C)(C)N(C(C)C)CC (N,N-diisopropylethylamine). Run in CS(=O)C (DMSO). Conditions: time 20 minute. Yields the product FC1=NC(=C2N=CN(C2=N1)CCC1=CC(=CC=C1)O)NC1=CC=C(C=C1)C([PH2]=O)(O)P(O)(O)=O ([(4-{2-Fluoro-9-[2-(3-hydroxy-phenyl)-ethyl]-9H-purin-6-ylamino}-phenyl)-hydroxy-phosphinoylmethyl]-phosphonic Acid). Yield: 58.7%. Reaction SMILES: [NH2:1][C:2]1[CH:7]=[CH:6][C:5]([C:8]([P:12](=[O:15])([OH:14])[OH:13])([OH:11])[PH2:9]=[O:10])=[CH:4][CH:3]=1.C([Si](C)(C)[O:21][C:22]1[CH:23]=[C:24]([CH2:28][CH2:29][N:30]2[CH:38]=[N:37][C:36]3[C:31]2=[N:32][C:33]([F:40])=[N:34][C:35]=3Cl)[CH:25]=[CH:26][CH:27]=1)(C)(C)C.C(N(CC)C(C)C)(C)C>CS(C)=O>[F:40][C:33]1[N:32]=[C:31]2[C:36]([N:37]=[CH:38][N:30]2[CH2:29][CH2:28][C:24]2[CH:25]=[CH:26][CH:27]=[C:22]([OH:21])[CH:23]=2)=[C:35]([NH:1][C:2]2[CH:3]=[CH:4][C:5]([C:8]([P:12](=[O:13])([OH:14])[OH:15])([OH:11])[PH2:9]=[O:10])=[CH:6][CH:7]=2)[N:34]=1. Procedure: A sealed pressure flask, flushed with N2, containing a mixture of crude [(4-Amino-phenyl)-hydroxy-phosphinoylmethyl]-phosphonic acid (8.29 mmol), 9-{2-[3-(tert-Butyl-dimethyl-silanyloxy)-phenyl]-ethyl}-6-chloro-2-fluoro-9H-purine (3.37 g, 8.29 mmol), and N,N-diisopropylethylamine (7.2 mL, 41.5 mmol) in 45.0 mL DMSO was heated at 110–120° C. for 13 h. Upon removing excess N,N-diisopropylethylamine (N2 flow, slight heat) the slightly brown solution was cooled to ambient temperature and added ˜500 ... Starting materials: C(C)(C)(C)OC(=O)N1[C@@H](CCC1)C1=NC2=C(N1)C=CC(=C2)I ((S)-2-(5-Iodo-1H-benzoimidazol-2-yl)-pyrrolidine-1-carboxylic acid tert-butyl ester), C(=O)(C(F)(F)F)O (TFA). Solvent: C(Cl)Cl (CH2Cl2). Run at time 2 hour. Yields the product OC(=O)C(F)(F)F.IC1=CC2=C(NC(=N2)[C@H]2NCCC2)C=C1 ((S)-5-iodo-2-(pyrrolidin-2-yl)-1H-benzo[d]imidazole-TFA salt). RXN SMILES: C(OC([N:8]1[CH2:12][CH2:11][CH2:10][C@H:9]1[C:13]1[NH:17][C:16]2[CH:18]=[CH:19][C:20]([I:22])=[CH:21][C:15]=2[N:14]=1)=O)(C)(C)C.[C:23]([OH:29])([C:25]([F:28])([F:27])[F:26])=[O:24]>C(Cl)Cl>[OH:29][C:23]([C:25]([F:28])([F:27])[F:26])=[O:24].[I:22][C:20]1[CH:19]=[CH:18][C:16]2[NH:17][C:13]([C@@H:9]3[CH2:10][CH2:11][CH2:12][NH:8]3)=[N:14][C:15]=2[CH:21]=1 |f:3.4|. Procedure: To a stirring mixture of (S)-2-(5-Iodo-1H-benzoimidazol-2-yl)-pyrrolidine-1-carboxylic acid tert-butyl ester (20 g, 48 mmol) in CH2Cl2 (200 mL) at 0° C. is added TFA (200 mL). The reaction mixture is stirred at room temperature for 2 hours and concentrated in vacuum. The residue is dissolved in CH2Cl2 and saturated aqueous NaHCO3, the organic layer is washed with saturated aqueous NaHCO3, dried over sodium sulfate and concentrated in vacuum to afford (S)-5-iodo-2-(pyrrolidin-2-yl)-1H-benzo[d]imi...